This data is from the Open Reaction Database (ORD), a public repository of structured organic reaction records. The task is: describe an organic reaction: reactants, conditions, products, and yield Starting materials: IC1=C(N=C(S1)NC(C1=CC(=CC=C1)C(F)(F)F)=O)C(F)(F)F (N-(5-Iodo-4-trifluoromethylthiazol-2-yl)-3-trifluoromethylbenzamide), P(Cl)(Cl)(Cl)(Cl)Cl (phosphorous pentachloride), P(=O)(Cl)(Cl)Cl (phosphorous oxychloride). The product is IC1=C(N=C(S1)N=C(C1=CC(=CC=C1)C(F)(F)F)Cl)C(F)(F)F (N-(5-iodo-4-trifluoromethylthiazol-2-yl)-3-trifluoromethylbenzimidoyl chloride). As a reaction SMILES: [I:1][C:2]1[S:6][C:5]([NH:7][C:8](=O)[C:9]2[CH:14]=[CH:13][CH:12]=[C:11]([C:15]([F:18])([F:17])[F:16])[CH:10]=2)=[N:4][C:3]=1[C:20]([F:23])([F:22])[F:21].P(Cl)(Cl)(Cl)(Cl)[Cl:25].P(Cl)(Cl)(Cl)=O>>[I:1][C:2]1[S:6][C:5]([N:7]=[C:8]([Cl:25])[C:9]2[CH:14]=[CH:13][CH:12]=[C:11]([C:15]([F:18])([F:17])[F:16])[CH:10]=2)=[N:4][C:3]=1[C:20]([F:23])([F:22])[F:21]. Procedure details: N-(5-Iodo-4-trifluoromethylthiazol-2-yl)-3-trifluoromethylbenzamide (9.3 g was mixed with phosphorous pentachloride (4.2 g) and phosphorous oxychloride (25 ml) and the mixture was refluxed for 7 hr. The excess phosphorous oxychloride was removed under reduced pressure and the residue was mixed with cold water then extracted with chloroform. The extract was dried over anhydrous magnesium sulfate and the solvent was removed under reduced pressure then the residue was recrystallized from chloroform... Reactants: C=C(C)c1nc2ccnc(OCCCC)c2c2cc(F)ccc12, C[N+]1([O-])CCOCC1, C1CCOC1, O. Product: CCCCOc1nccc2nc(C(C)=O)c3ccc(F)cc3c12. Reaction SMILES: [CH2:1]([CH2:2][CH2:3][CH3:4])[O:5][c:6]1[c:7]2[c:8]3[c:9]([c:10]([C:16](=[CH2:17])[CH3:18])[n:11][c:12]2[cH:13][cH:14][n:15]1)[cH:19][cH:20][c:21]([F:23])[cH:22]3.[CH3:24][N+:25]1([O-:26])[CH2:27][CH2:28][O:29][CH2:30][CH2:31]1.[O:32]1[CH2:33][CH2:34][CH2:35][CH2:36]1.[OH2:37]>>[CH2:1]([CH2:2][CH2:3][CH3:4])[O:5][c:6]1[c:7]2[c:8]3[c:9]([c:10]([C:16]([CH3:17])=[O:26])[n:11][c:12]2[cH:13][cH:14][n:15]1)[cH:19][cH:20][c:21]([F:23])[cH:22]3. Starting materials: Cl (hydrogen chloride), [Cl-].[Al+3].[Cl-].[Cl-] (aluminum chloride), C=CC1=CC=CC=C1 (styrene), C(C)=O (acetaldehyde), S(O)(O)(=O)=O (sulfuric acid). Run in C1=CC=CC=C1 (benzene), C1=CC=CC=C1 (benzene), C1=CC=CC=C1 (benzene). The product is C(C)C1=CC=CC=C1 (ethyl benzene), C=C (ethylene). RXN SMILES: [CH2:1]=[CH:2][C:3]1[CH:8]=[CH:7][CH:6]=[CH:5][CH:4]=1.[CH:9](=O)[CH3:10].Cl.[Cl-].[Al+3].[Cl-].[Cl-].S(=O)(=O)(O)O>C1C=CC=CC=1>[CH2:2]([C:3]1[CH:8]=[CH:7][CH:6]=[CH:5][CH:4]=1)[CH3:1].[CH2:9]=[CH2:10] |f:3.4.5.6|. Reported procedure: The heating medium of the present invention may be prepared according to various methods. For example, benzene and styrene or benzene and acetaldehyde are allowed to react at a comparatively low temperature, using as a catalyst hydrogen chloride, aluminum chloride or concentrated sulfuric acid, followed by neutralization, and the reaction mixture is separated by fractional distillation to obtain the product. However, the practically suitable method for producing the heating medium of the present... The reactants are C(CCC)NC([C@@H](C[C@@H]([C@H](CC1(CC1)CCOCC1=CC=CC=C1)NC(=O)OC(C)(C)C)O)C)=O (5(S)-tert-butoxycarbonylamino-6-[1-(2-benzyloxyethyl)cyclopropyl]-4(S)-hydroxy-2(R)-methyl-hexanoic acid (N-butyl)amide), COC(C)(C)OC (dimethoxypropane), O.C1(=CC=C(C=C1)S(=O)(=O)O)C (p-toluenesulfonic acid hydrate). Product: C(CCC)NC([C@@H](C[C@H]1[C@@H](N(C(O1)(C)C)C(=O)OC(C)(C)C)CC1(CC1)CCOCC1=CC=CC=C1)C)=O (3-[N-Tert-butoxycarbonyl-4(S)-[1-(2-benzyloxyethyl)cyclopropylmethyl]-2,2-dimethyl-1,3-oxazolidin-5(S)-yl]-2-(R)-methyl-propionic acid (N-butyl)amide). Reaction SMILES: [CH2:1]([NH:5][C:6](=[O:35])[C@H:7]([CH3:34])[CH2:8][C@H:9]([OH:33])[C@@H:10]([NH:25][C:26]([O:28][C:29]([CH3:32])([CH3:31])[CH3:30])=[O:27])[CH2:11][C:12]1([CH2:15][CH2:16][O:17][CH2:18][C:19]2[CH:24]=[CH:23][CH:22]=[CH:21][CH:20]=2)[CH2:14][CH2:13]1)[CH2:2][CH2:3][CH3:4].CO[C:38](OC)([CH3:40])[CH3:39].O.C1(C)C=CC(S(O)(=O)=O)=CC=1>>[CH2:1]([NH:5][C:6](=[O:35])[C@H:7]([CH3:34])[CH2:8][C@@H:9]1[O:33][C:38]([CH3:40])([CH3:39])[N:25]([C:26]([O:28][C:29]([CH3:32])([CH3:31])[CH3:30])=[O:27])[C@H:10]1[CH2:11][C:12]1([CH2:15][CH2:16][O:17][CH2:18][C:19]2[CH:20]=[CH:21][CH:22]=[CH:23][CH:24]=2)[CH2:14][CH2:13]1)[CH2:2][CH2:3][CH3:4] |f:2.3|. Procedure details: The 5(S)-tert-butoxycarbonylamino-6-[1-(2-benzyloxyethyl)cyclopropyl]-4(S)-hydroxy-2(R)-methyl-hexanoic acid (N-butyl)amide thus obtained is reacted with dimethoxypropane and p-toluenesulfonic acid hydrate in a manner analogous to that described in Example 1 d) and the product is purified by means of FC over 80 g of silica gel (mobile phase C). This gives the title compound as the pure diastereomer: Rf (A)=0.58, Starting materials: C1(CC1)N1C=C(C(C2=CC(=C(C(=C12)OC)F)F)=O)C(=O)O (1-cyclopropyl-6,7-difluoro-1,4-dihydro-8-methoxy-4-oxo-3-quinolinecarboxylic acid), CNCC1CNCC1 (3-methylaminomethylpyrrolidine), C1CCC2=NCCCN2CC1 (DBU). The solvent is C(C)#N (acetonitrile). The product is C1(CC1)N1C=C(C(C2=CC(=C(C(=C12)OC)N1CC(CC1)CNC)F)=O)C(=O)O (1-cyclopropyl-6-fluoro-1,4-dihydro-8-methoxy-7-(3-methylaminomethyl-1-pyrrolidinyl)-4-oxo-3-quinolinecarboxylic acid). The yield is 49.3%. RXN SMILES: [CH:1]1([N:4]2[C:13]3[C:8](=[CH:9][C:10]([F:17])=[C:11](F)[C:12]=3[O:14][CH3:15])[C:7](=[O:18])[C:6]([C:19]([OH:21])=[O:20])=[CH:5]2)[CH2:3][CH2:2]1.[CH3:22][NH:23][CH2:24][CH:25]1[CH2:29][CH2:28][NH:27][CH2:26]1.C1CCN2C(=NCCC2)CC1>C(#N)C>[CH:1]1([N:4]2[C:13]3[C:8](=[CH:9][C:10]([F:17])=[C:11]([N:27]4[CH2:28][CH2:29][CH:25]([CH2:24][NH:23][CH3:22])[CH2:26]4)[C:12]=3[O:14][CH3:15])[C:7](=[O:18])[C:6]([C:19]([OH:21])=[O:20])=[CH:5]2)[CH2:3][CH2:2]1. Procedure: A mixture of 1-cyclopropyl-6,7-difluoro-1,4-dihydro-8-methoxy-4-oxo-3-quinolinecarboxylic acid (200 mg), 3-methylaminomethylpyrrolidine (90 mg), DBU (110 mg) and anhydrous acetonitrile (3 ml) was refluxed for 75 minutes. After cooling, the resulting precipitate was collected by filtration and recrystallized from a solution of dichloromethane-methanol (1:1) to give the title compound (130 mg) as white powdery crystals, mp 226.5°-230° C. The reactants are CO, COc1ccc(CCN2CCC(OC(=O)c3ccc([N+](=O)[O-])cc3)C2)cc1, C1CCOC1, O. Yields the product COc1ccc(CCN2CCC(O)C2)cc1. RXN SMILES: [CH3:34][OH:35].[N+:1]([c:2]1[cH:3][cH:4][c:5]([C:6](=[O:7])[O:10][CH:11]2[CH2:12][N:13]([CH2:16][CH2:17][c:18]3[cH:19][cH:20][c:21]([O:24][CH3:25])[cH:22][cH:23]3)[CH2:14][CH2:15]2)[cH:8][cH:9]1)([O-:26])=[O:27].[O:28]1[CH2:29][CH2:30][CH2:31][CH2:32]1.[OH2:33]>>[OH:10][CH:11]1[CH2:12][N:13]([CH2:16][CH2:17][c:18]2[cH:19][cH:20][c:21]([O:24][CH3:25])[cH:22][cH:23]2)[CH2:14][CH2:15]1. Starting materials: COCOC=1C=CC=2[C@H]3CC[C@@]4([C@H](CC[C@H]4[C@@H]3CCC2C1)OCOC)C.COCCl ((8R,9S,13S,14S,17S)-3,17-bis(methoxymethoxy)-13-methyl-7,8,9,11,12,13,14,15,16,17-decahydro-6H-cyclopenta[a]phenanthrene Chloromethyl methyl ether), C[C@]12CC[C@H]3[C@H]([C@@H]1CC[C@@H]2O)CCC4=C3C=CC(=C4)O (β-estradiol), C(C)(C)N(CC)C(C)C (diisopropylethylamine). Run in C1CCOC1 (THF). Reaction conditions: time 18 hour. The product is COCCCCCC[C@H]1C=2C=C(C=CC2[C@H]2CC[C@@]3(C(CC[C@H]3[C@@H]2C1)O)C)O ((6R,8R,9S,13S,14S)-6-(6-methoxyhexyl)-13-methyl-7,8,9,11,12,13,14,15,16,17-decahydro-6H-cyclopenta[a]phenanthrene-3,17-diol), oil. Isolated yield 86.0%. Reaction SMILES: CO[CH2:3][O:4][C:5]1[CH:6]=[CH:7][C:8]2[C@@H]3[C@@H](CC[C:20]=2[CH:21]=1)[C@H]1[C@@](C)([C@@H](OCOC)CC1)CC3.COCCl.[CH3:31][C@@:32]12[C@@H:40]([OH:41])[CH2:39][CH2:38][C@H:37]1[C@@H:36]1[CH2:42][CH2:43][C:44]3[CH:49]=[C:48]([OH:50])[CH:47]=[CH:46][C:45]=3[C@H:35]1[CH2:34][CH2:33]2.C(N(C(C)C)CC)(C)C>C1COCC1>[CH3:3][O:4][CH2:5][CH2:21][CH2:20][CH2:8][CH2:7][CH2:6][C@@H:43]1[CH2:42][C@@H:36]2[C@H:35]([CH2:34][CH2:33][C@@:32]3([CH3:31])[C@H:37]2[CH2:38][CH2:39][CH:40]3[OH:41])[C:45]2[CH:46]=[CH:47][C:48]([OH:50])=[CH:49][C:44]1=2 |f:0.1|. Procedure details: (8R,9S,13S,14S,17S)-3,17-bis(methoxymethoxy)-13-methyl-7,8,9,11,12,13,14,15,16,17-decahydro-6H-cyclopenta[a]phenanthrene—Chloromethyl methyl ether (7.0 mL, 92.0 mmol) is added to a solution of β-estradiol (5 g, 18.4 mmol) and diisopropylethylamine (16.0 mL 92 mmol) in 100 mL of THF. The reaction mixture is heated to reflux and stirred for 18 hours. The THF is removed in vacuo, and the yellow/brown oil is partitioned between water and CH2Cl2. The organic layer is separated, washed with brine, dri... The reactants are C(CO)O (ethylene glycol), C1(=CC=C(C=C1)S(=O)(=O)[O-])C.[NH+]1=CC=CC=C1 (pyridinium p-toluenesulfonate), OC1C[C@H]2CC[C@H]3[C@@H]4CCC([C@@]4(C)CC[C@@H]3[C@H]2CC1)=O (3-hydroxy-5βestran-17-one), CCOC(=O)C.CCCCCC (EtOAc Hexane). Solvent: C1=CC=CC=C1 (benzene), CCOC(=O)C (EtOAc). Run at time 8 hour. Yields the product C1COC2([C@]3(C)[C@@H](CC2)[C@@H]2CC[C@@H]4CC(CC[C@@H]4[C@H]2CC3)O)O1 (3-hydroxy-5β-estran-17-one ethylene ketal). The yield is 94.8%. Reaction SMILES: [OH:1][CH:2]1[CH2:19][CH2:18][C@H:17]2[C@H:4]([CH2:5][CH2:6][C@@H:7]3[C@@H:16]2[CH2:15][CH2:14][C@@:12]2([CH3:13])[C@H:8]3[CH2:9][CH2:10][C:11]2=[O:20])[CH2:3]1.[CH2:21](O)[CH2:22][OH:23].C1(C)C=CC(S([O-])(=O)=O)=CC=1.[NH+]1C=CC=CC=1.CCOC(C)=O.CCCCCC>C1C=CC=CC=1.CCOC(C)=O>[CH2:22]1[O:23][C:11]2([CH2:10][CH2:9][C@H:8]3[C@H:7]4[C@H:16]([CH2:15][CH2:14][C@:12]23[CH3:13])[C@@H:17]2[C@@H:4]([CH2:3][CH:2]([OH:1])[CH2:19][CH2:18]2)[CH2:5][CH2:6]4)[O:20][CH2:21]1 |f:2.3,4.5|. Procedure: Compound 4(10 g, 36.2 mmol) was dissolved in dry benzene (150 ml) mixed with ethylene glycol (25 ml, 280 mmol) and pyridinium p-toluenesulfonate (1 g, 3.9 mmol) and refluxed using a Dean-stark separator overnight till no starting material was detected by TLC. The cold solution was diluted with EtOAc (100 ml), washed twice with brine, dried on Na2SO4 and the solvents removed under reduced pressure. Flash-chromatography on silica gel with EtOAc: Hexane 4:6 as eluant to give 11.0 g (94.5% yield) th... The reactants are [Li]CCCC, COC(=O)Cc1ccc(S(C)(=O)=O)cc1, CN1CCCN(C)C1=O, CC(C)NC(C)C, ICC1CCCC1, C1CCOC1. Yields the product COC(=O)C(CC1CCCC1)c1ccc(S(C)(=O)=O)cc1. Reaction SMILES: [CH2:8]([Li:9])[CH2:10][CH2:11][CH3:12].[CH3:13][O:14][C:15]([CH2:16][c:17]1[cH:18][cH:19][c:20]([S:23](=[O:24])(=[O:25])[CH3:26])[cH:21][cH:22]1)=[O:27].[CH3:40][N:41]1[CH2:42][CH2:43][CH2:44][N:45]([CH3:46])[C:47]1=[O:48].[CH:1]([NH:2][CH:3]([CH3:4])[CH3:5])([CH3:6])[CH3:7].[I:28][CH2:29][CH:30]1[CH2:31][CH2:32][CH2:33][CH2:34]1.[O:35]1[CH2:36][CH2:37][CH2:38][CH2:39]1>>[CH3:13][O:14][C:15]([CH:16]([c:17]1[cH:18][cH:19][c:20]([S:23](=[O:24])(=[O:25])[CH3:26])[cH:21][cH:22]1)[CH2:29][CH:30]1[CH2:31][CH2:32][CH2:33][CH2:34]1)=[O:27].